The task is: describe an organic reaction: reactants, conditions, products, and yield. This data is from the Open Reaction Database (ORD), a public repository of structured organic reaction records. Starting materials: O=C(O)CC1(c2ccc(Br)s2)CCN(C(=O)OCC2c3ccccc3-c3ccccc32)CCS1(=O)=O, CN(C)C=O, NOC1CCCCO1, On1nnc2ccccc21. The product is O=C(CC1(c2ccc(Br)s2)CCN(C(=O)OCC2c3ccccc3-c3ccccc32)CCS1(=O)=O)NOC1CCCCO1. Reaction SMILES: [Br:1][c:2]1[cH:3][cH:4][c:5]([C:7]2([CH2:33][C:34](=[O:35])[OH:36])[CH2:8][CH2:9][N:10]([C:16](=[O:17])[O:18][CH2:19][CH:20]3[c:21]4[cH:22][cH:23][cH:24][cH:25][c:26]4-[c:27]4[cH:28][cH:29][cH:30][cH:31][c:32]43)[CH2:11][CH2:12][S:13]2(=[O:14])=[O:15])[s:6]1.[CH3:55][N:56]([CH3:57])[CH:58]=[O:59].[O:37]1[CH:38]([O:43][NH2:44])[CH2:39][CH2:40][CH2:41][CH2:42]1.[OH:45][n:46]1[c:47]2[cH:48][cH:49][cH:50][cH:51][c:52]2[n:53][n:54]1>>[Br:1][c:2]1[cH:3][cH:4][c:5]([C:7]2([CH2:33][C:34](=[O:35])[NH:44][O:43][CH:38]3[O:37][CH2:42][CH2:41][CH2:40][CH2:39]3)[CH2:8][CH2:9][N:10]([C:16](=[O:17])[O:18][CH2:19][CH:20]3[c:21]4[cH:22][cH:23][cH:24][cH:25][c:26]4-[c:27]4[cH:28][cH:29][cH:30][cH:31][c:32]43)[CH2:11][CH2:12][S:13]2(=[O:14])=[O:15])[s:6]1. Starting materials: OC1=CC=C(C=C1)S(=O)C(CC(=O)O)C (3-(p-hydroxyphenylsulfinyl)butyric acid), NC1[C@@H]2N(C(=C(CS2)CSC2=NN=C(S2)C)C(=O)O)C1=O (7-amino-3-(2-methyl-1,3,4-thiadiazol-5-ylthiomethyl)-3-cephem-4-carboxylic acid). Yields the product OC1=CC=C(C=C1)S(=O)C(CC(=O)NC1[C@@H]2N(C(=C(CS2)CSC2=NN=C(S2)C)C(=O)O)C1=O)C (7-[3-(p-hydroxyphenylsulfinyl)butyramido]-3-(2-methyl-1,3,4-thiadiazol-5-ylthiomethyl)-3-cephem-4-carboxylic acid). As a reaction SMILES: [OH:1][C:2]1[CH:7]=[CH:6][C:5]([S:8]([CH:10]([CH3:15])[CH2:11][C:12]([OH:14])=O)=[O:9])=[CH:4][CH:3]=1.[NH2:16][CH:17]1[C:35](=[O:36])[N:19]2[C:20]([C:32]([OH:34])=[O:33])=[C:21]([CH2:24][S:25][C:26]3[S:30][C:29]([CH3:31])=[N:28][N:27]=3)[CH2:22][S:23][C@H:18]12>>[OH:1][C:2]1[CH:3]=[CH:4][C:5]([S:8]([CH:10]([CH3:15])[CH2:11][C:12]([NH:16][CH:17]2[C:35](=[O:36])[N:19]3[C:20]([C:32]([OH:34])=[O:33])=[C:21]([CH2:24][S:25][C:26]4[S:30][C:29]([CH3:31])=[N:28][N:27]=4)[CH2:22][S:23][C@H:18]23)=[O:14])=[O:9])=[CH:6][CH:7]=1. Reported procedure: 456 mg. of 3-(p-hydroxyphenylsulfinyl)butyric acid and 7-amino-3-(2-methyl-1,3,4-thiadiazol-5-ylthiomethyl)-3-cephem-4-carboxylic acid were reacted in the same manner as described in Example 28 and 400 mg. of 7-[3-(p-hydroxyphenylsulfinyl)butyramido]-3-(2-methyl-1,3,4-thiadiazol-5-ylthiomethyl)-3-cephem-4-carboxylic acid were obtained. The reactants are FC1=CC2=C(C(=NO2)C2CCN(CC2)CCN2C(N(CC2)C2=CC=CC=C2)=O)C=C1 (1-{2-[4-(6-Fluoro-1,2-benzisoxazol-3-yl)piperid-1-yl]ethyl}-3-phenylimidazolidin-2-one), ClC=1C=C(C=CC1)N=C=O (3-chlorophenyl isocyanate), Cl (hydrochloride). Yields the product FC1=CC2=C(C(=NO2)C2CCN(CC2)CCN2C(N(CC2)C2=CC(=CC=C2)Cl)=O)C=C1 (1-{2-[4-(6-Fluoro-1,2-benzisoxazol-3-yl)piperid-1-yl]ethyl}-3-(3-chlorophenyl)imidazolidin-2-one). RXN SMILES: [F:1][C:2]1[CH:30]=[CH:29][C:5]2[C:6]([CH:9]3[CH2:14][CH2:13][N:12]([CH2:15][CH2:16][N:17]4[CH2:21][CH2:20][N:19]([C:22]5[CH:27]=[CH:26][CH:25]=[CH:24][CH:23]=5)[C:18]4=[O:28])[CH2:11][CH2:10]3)=[N:7][O:8][C:4]=2[CH:3]=1.[Cl:31]C1C=C(N=C=O)C=CC=1.Cl>>[F:1][C:2]1[CH:30]=[CH:29][C:5]2[C:6]([CH:9]3[CH2:14][CH2:13][N:12]([CH2:15][CH2:16][N:17]4[CH2:21][CH2:20][N:19]([C:22]5[CH:27]=[CH:26][CH:25]=[C:24]([Cl:31])[CH:23]=5)[C:18]4=[O:28])[CH2:11][CH2:10]3)=[N:7][O:8][C:4]=2[CH:3]=1. Procedure: This product is obtained in the same manner as the compound of Example 5, but with replacement of the phenyl isocyanate by 3-chlorophenyl isocyanate in Step 1 of the synthesis. The hydrochloride of the title compound melts at 223°-227° C. Reactants: CS(=O)(=O)Cl (methanesulfonyl chloride), TEA, C(=O)(O)[O-].[Na+] (NaHCO3), CS(=O)(=O)Cl (Methanesulfonyl chloride), OCC1=CC=C(C=C1)C(/C=C/C1=CC=C(C=C1)/C=C/C(=O)NOC1OCCCC1)=O ((E)-3-{4-[(E)-3-(4-hydroxymethyl-phenyl)-3-oxo-propenyl]-phenyl}-N-(tetrahydro-pyran-2-yloxy)-acrylamide), TEA. The solvent is O (water), C(Cl)Cl (DCM), CN(C)C=O (DMF). Conditions: time 1 hour. Product: O1C(CCCC1)ONC(=O)/C=C/C1=CC=C(C=C1)/C=C/C(=O)C1=CC=C(COS(=O)(=O)C)C=C1 (Methanesulfonic acid 4-((E)-3-{4-[(E)-2-(tetrahydro-pyran-2-yloxycarbamoyl)-vinyl]-phenyl}-acryloyl)-benzyl ester), ClCC1=CC=C(C=C1)C(/C=C/C1=CC=C(C=C1)/C=C/C(=O)NOC1OCCCC1)=O ((E)-3-{4-[(E)-3-(4-chloromethyl-phenyl)-3-oxo-propenyl]-phenyl}-N-(tetrahydro-pyran-2-yloxy)-acrylamide). As a reaction SMILES: [CH3:1][S:2]([Cl:5])(=[O:4])=[O:3].[OH:6][CH2:7][C:8]1[CH:13]=[CH:12][C:11]([C:14](=[O:35])/[CH:15]=[CH:16]/[C:17]2[CH:22]=[CH:21][C:20](/[CH:23]=[CH:24]/[C:25]([NH:27][O:28][CH:29]3[CH2:34][CH2:33][CH2:32][CH2:31][O:30]3)=[O:26])=[CH:19][CH:18]=2)=[CH:10][CH:9]=1.C([O-])(O)=O.[Na+]>C(Cl)Cl.CN(C=O)C.O>[O:30]1[CH2:31][CH2:32][CH2:33][CH2:34][CH:29]1[O:28][NH:27][C:25](/[CH:24]=[CH:23]/[C:20]1[CH:21]=[CH:22][C:17](/[CH:16]=[CH:15]/[C:14]([C:11]2[CH:10]=[CH:9][C:8]([CH2:7][O:6][S:2]([CH3:1])(=[O:4])=[O:3])=[CH:13][CH:12]=2)=[O:35])=[CH:18][CH:19]=1)=[O:26].[Cl:5][CH2:7][C:8]1[CH:13]=[CH:12][C:11]([C:14](=[O:35])/[CH:15]=[CH:16]/[C:17]2[CH:22]=[CH:21][C:20](/[CH:23]=[CH:24]/[C:25]([NH:27][O:28][CH:29]3[CH2:34][CH2:33][CH2:32][CH2:31][O:30]3)=[O:26])=[CH:19][CH:18]=2)=[CH:10][CH:9]=1 |f:2.3|. Reported procedure: Methanesulfonyl chloride (388 mg, 3.39 mmol) was added to a stirred solution of (E)-3-{4-[(E)-3-(4-hydroxymethyl-phenyl)-3-oxo-propenyl]-phenyl}-N-(tetrahydro-pyran-2-yloxy)-acrylamide (1.15 g, 2.82 mmol) and TEA (1.18 ml, 8.46 mmol) in DCM (20 ml) and DMF (20 ml). The mixture was stirred at room temperature for 1 h and then additional methanesulfonyl chloride (258 mg, 2.25 mmol) and TEA (0.393 ml, 2.82 mmol) were added. After stirring for additional 1 h the solution was diluted with water and b... Reactants: N(C1=CC=CC=C1)C1CN(CC1)CCC1=CC=C(C=C1)F (3-Anilino-1-(2-(4-fluorophenyl)ethyl)pyrrolidine), C12(CC3CC(CC(C1)C3)C2)C(=O)Cl (1-adamantanecarbonyl chloride). Yields the product C1(=CC=CC=C1)N(C(=O)C12CC3CC(CC(C1)C3)C2)C2CN(CC2)CCC2=CC=C(C=C2)F (N-phenyl-N-(1-(2-(4-fluorophenyl)ethyl)pyrrolidin-3-yl)-1-adamantanecarboxamide). Procedure: 3-Anilino-1-(2-(4-fluorophenyl)ethyl)pyrrolidine and 1-adamantanecarbonyl chloride were reacted under the same conditions as in Example 53 to give N-phenyl-N-(1-(2-(4-fluorophenyl)ethyl)pyrrolidin-3-yl)-1-adamantanecarboxamide. Reaction SMILES: [NH:1]([CH:8]1[CH2:12][CH2:11][N:10]([CH2:13][CH2:14][C:15]2[CH:20]=[CH:19][C:18]([F:21])=[CH:17][CH:16]=2)[CH2:9]1)[C:2]1[CH:7]=[CH:6][CH:5]=[CH:4][CH:3]=1.[C:22]12([C:32](Cl)=[O:33])[CH2:31][CH:26]3[CH2:27][CH:28]([CH2:30][CH:24]([CH2:25]3)[CH2:23]1)[CH2:29]2>>[C:2]1([N:1]([CH:8]2[CH2:12][CH2:11][N:10]([CH2:13][CH2:14][C:15]3[CH:16]=[CH:17][C:18]([F:21])=[CH:19][CH:20]=3)[CH2:9]2)[C:32]([C:22]23[CH2:31][CH:26]4[CH2:25][CH:24]([CH2:30][CH:28]([CH2:27]4)[CH2:29]2)[CH2:23]3)=[O:33])[CH:3]=[CH:4][CH:5]=[CH:6][CH:7]=1. Starting materials: CC(=O)OC1CSC(Oc2c(C)ccnc2Cl)C(OC(C)=O)C1OC(C)=O, OB(O)c1ccoc1. The product is CC(=O)OC1CSC(Oc2c(C)ccnc2-c2ccoc2)C(OC(C)=O)C1OC(C)=O. RXN SMILES: [C:1]([CH3:2])(=[O:3])[O:4][CH:5]1[CH:6]([O:7][c:8]2[c:9]([Cl:15])[n:10][cH:11][cH:12][c:13]2[CH3:14])[S:16][CH2:17][CH:18]([O:24][C:25]([CH3:26])=[O:27])[CH:19]1[O:20][C:21]([CH3:22])=[O:23].[o:28]1[cH:29][c:30]([B:33]([OH:34])[OH:35])[cH:31][cH:32]1>>[C:1]([CH3:2])(=[O:3])[O:4][CH:5]1[CH:6]([O:7][c:8]2[c:9](-[c:30]3[cH:29][o:28][cH:32][cH:31]3)[n:10][cH:11][cH:12][c:13]2[CH3:14])[S:16][CH2:17][CH:18]([O:24][C:25]([CH3:26])=[O:27])[CH:19]1[O:20][C:21]([CH3:22])=[O:23].